From a dataset of the Open Reaction Database (ORD), a public repository of structured organic reaction records. describe an organic reaction: reactants, conditions, products, and yield Reactants: COC(C(CC1=C(C=C(C=C1)Cl)Cl)=O)OC (1,1-dimethoxy-3-(2,4-dichlorophenyl)propan-2-one), N1=CC(=CC=C1)[Li] (3-pyridyllithium), C(CCC)[Li] (n-butyllithium), BrC=1C=NC=CC1 (3-bromopyridine). The solvent is C(C)OCC (diethyl ether), O (water), C(C)(C)O (Isopropanol), CCOCC (Et2O). Run at temperature 0 celsius. Yields the product COC(C(CC1=C(C=C(C=C1)Cl)Cl)(C=1C=NC=CC1)O)OC (1,1-dimethoxy-2-hydroxy-2-(3-pyridyl)-3-(2,4-dichlorophenyl)-propane). RXN SMILES: [CH3:1][O:2][CH:3]([O:15][CH3:16])[C:4](=[O:14])[CH2:5][C:6]1[CH:11]=[CH:10][C:9]([Cl:12])=[CH:8][C:7]=1[Cl:13].[N:17]1[CH:22]=[CH:21][CH:20]=[C:19]([Li])[CH:18]=1.C([Li])CCC.BrC1C=NC=CC=1>C(OCC)C.O.C(O)(C)C>[CH3:16][O:15][CH:3]([O:2][CH3:1])[C:4]([OH:14])([C:19]1[CH:18]=[N:17][CH:22]=[CH:21][CH:20]=1)[CH2:5][C:6]1[CH:11]=[CH:10][C:9]([Cl:12])=[CH:8][C:7]=1[Cl:13]. Procedure: At -70° C., 88.9 g (0.337 mol) of 1,1-dimethoxy-3-(2,4-dichlorophenyl)propan-2-one in 100 ml of diethyl ether (Et2O) is dripped into a solution of 0.371 mol of 3-pyridyllithium in 1.1 liters of Et2O prepared from n-butyllithium and 3-bromopyridine. After half an hour at -70° C., the solution is slowly heated up to 0° C. Isopropanol and then water is added, and the reaction solution is extracted with 1N hydrochloric acid. The acidic aqueous phase is then neutralized with NaHCO3 and extracted with... Reactants: COC(=O)COc1ccc(Cl)c2nc(OC)c(Cc3ccc(-n4cccn4)cc3)c(C)c12, CC(=O)O, CO, [Na+], [OH-], O. Product: COc1nc2c(Cl)ccc(OCC(=O)O)c2c(C)c1Cc1ccc(-n2cccn2)cc1. Reaction SMILES: [CH3:1][O:2][C:3]([CH2:4][O:5][c:6]1[c:7]2[c:8]([CH3:31])[c:9]([CH2:19][c:20]3[cH:21][cH:22][c:23](-[n:26]4[n:27][cH:28][cH:29][cH:30]4)[cH:24][cH:25]3)[c:10]([O:17][CH3:18])[n:11][c:12]2[c:13]([Cl:16])[cH:14][cH:15]1)=[O:32].[CH3:35][C:36](=[O:37])[OH:38].[CH3:39][OH:40].[Na+:34].[OH-:33].[OH2:41]>>[O:2]=[C:3]([CH2:4][O:5][c:6]1[c:7]2[c:8]([CH3:31])[c:9]([CH2:19][c:20]3[cH:21][cH:22][c:23](-[n:26]4[n:27][cH:28][cH:29][cH:30]4)[cH:24][cH:25]3)[c:10]([O:17][CH3:18])[n:11][c:12]2[c:13]([Cl:16])[cH:14][cH:15]1)[OH:32]. The reactants are CCC(C)O, N#Cc1cc(C=O)ccc1F, [H-], [Na+], CN(C)C=O. Yields the product CCC(C)Oc1ccc(C=O)cc1C#N. Reaction SMILES: [CH3:1][CH:2]([CH2:3][CH3:4])[OH:5].[F:8][c:9]1[c:10]([C:11]#[N:12])[cH:13][c:14]([CH:17]=[O:18])[cH:15][cH:16]1.[H-:6].[Na+:7].[O:19]=[CH:20][N:21]([CH3:22])[CH3:23]>>[CH3:1][CH:2]([CH2:3][CH3:4])[O:5][c:9]1[c:10]([C:11]#[N:12])[cH:13][c:14]([CH:17]=[O:18])[cH:15][cH:16]1. Reported procedure: A solution containing butyllithium dissolved in hexane was added to a solution containing 120 g of methoxymethyltriphenylphosphonium bromide dissolved in tetrahydrofuran (THF), in an atmosphere of argon, and the mixture was stirred for one hour at room temperature. A solution of the compound (30) dissolved in THF was added thereto and stirring was continued for two hours. The reaction solution was washed with water, was dried over magnesium sulfate, and was then concentrated. The residue was pur... Conditions: time 1 hour. Run in O1CCCC1 (THF), CCCCCC (hexane), O1CCCC1 (tetrahydrofuran). Starting materials: C(CCC)[Li] (butyllithium), CC(CCC)OC1=CC=C(C=O)C=C1 (4-(1-methylbutyloxy)benzaldehyde), [Br-].COC[P+](C1=CC=CC=C1)(C1=CC=CC=C1)C1=CC=CC=C1 (methoxymethyltriphenylphosphonium bromide). RXN SMILES: C([Li])CCC.[Br-].[CH3:7][O:8][CH2:9][P+](C1C=CC=CC=1)(C1C=CC=CC=1)C1C=CC=CC=1.[CH3:29][CH:30]([O:34][C:35]1[CH:42]=[CH:41][C:38]([CH:39]=O)=[CH:37][CH:36]=1)[CH2:31][CH2:32][CH3:33]>CCCCCC.O1CCCC1>[CH3:7][O:8][CH:9]=[CH:39][C:38]1[CH:41]=[CH:42][C:35]([O:34][CH:30]([CH3:29])[CH2:31][CH2:32][CH3:33])=[CH:36][CH:37]=1 |f:1.2|. Yields the product COC=CC1=CC=C(C=C1)OC(CCC)C (1-(2-methoxyethenyl)-4-(1-methylbutyloxy)benzene). Reactants: C(C)(=O)C1=CC(=CN1)C(C(Cl)(Cl)Cl)=O (1-(5-Acetyl-1H-pyrrol-3-yl)-2,2,2-trichloro-ethanone), C([O-])([O-])=O.[K+].[K+] (potassium carbonate), C(C)O (ethanol). The product is C(C)OC(=O)C1=CNC(=C1)C(C)=O (5-Acetyl-1H-pyrrole-3-carboxylic acid ethyl ester). The yield is 81.0%. RXN SMILES: [C:1]([C:4]1[NH:8][CH:7]=[C:6]([C:9](=[O:14])C(Cl)(Cl)Cl)[CH:5]=1)(=[O:3])[CH3:2].C(=O)([O-])[O-].[K+].[K+].[CH2:21]([OH:23])[CH3:22]>>[CH2:21]([O:23][C:9]([C:6]1[CH:5]=[C:4]([C:1](=[O:3])[CH3:2])[NH:8][CH:7]=1)=[O:14])[CH3:22] |f:1.2.3|. Procedure: To a solution of 1-(5-Acetyl-1H-pyrrol-3-yl)-2,2,2-trichloro-ethanone (0.980 g, 3.85 mmol) in ethanol (10 mL), potassium carbonate (0.224 g, 1.62 mmol) was added and the mixture refluxed for 1 h. The mixture was cooled at room temperature and filtred through a celite pad washing with ethanol (50 mL). Organic solvent was evaporated to dryness and the residue dissolved in ethylacetate (15 mL) and washed with water (2×10 mL) and brine (5 mL), dried over sodium sulfate, filtered, and concentered in ... Starting materials: FC=1C(=NC=C(C1)F)C#N (3,5-difluoropyridine-2-carbonitrile), CC(C)([O-])C.[Na+] (sodium tert-butoxide). The solvent is C(C)(C)(C)O (tert-butanol), C(C)(C)(C)O (tert-butanol), C(C)(=O)OCC (ethyl acetate). Reaction conditions: time 2 hour. The product is C(C)(C)(C)OC=1C=C(C(=NC1)C#N)F (5-tert-butoxy-3-fluoropyridine-2-carbonitrile). Yield: 77.7%. Reaction SMILES: [F:1][C:2]1[C:3]([C:9]#[N:10])=[N:4][CH:5]=[C:6](F)[CH:7]=1.[CH3:11][C:12]([CH3:15])([O-:14])[CH3:13].[Na+]>C(O)(C)(C)C.C(OCC)(=O)C>[C:12]([O:14][C:6]1[CH:7]=[C:2]([F:1])[C:3]([C:9]#[N:10])=[N:4][CH:5]=1)([CH3:15])([CH3:13])[CH3:11] |f:1.2|. Procedure: A solution (30 mL) of 3,5-difluoropyridine-2-carbonitrile (1.51 g, 10.8 mmol) in tert-butanol was added dropwise to a solution (40 mL) of sodium tert-butoxide (1.04 g, 10.8 mmol) in tert-butanol (40 mL), and the mixture was stirred at room temperature for 2 hr. The reaction mixture was diluted with ethyl acetate, and the mixture was washed with water, 10% aqueous potassium carbonate solution and saturated brine, and dried over anhydrous sodium sulfate. The solvent was evaporated under reduced pr... The reactants are FC1=C(C=CC=C1)NC(=O)[C@@H]1CC=2C(=NC=CC2)N1C([C@H](C(C)C)NC([C@H](C)N(C(OC(C)(C)C)=O)C)=O)=O (tert-butyl (S)-1-((S)-1-((S)-2-(2-fluorophenylcarbamoyl)-2,3-dihydro-1H-pyrrolo[2,3-b]pyridin-1-yl)-3-methyl-1-oxobutan-2-ylamino)-1-oxopropan-2-yl(methyl)carbamate), C(=O)(C(F)(F)F)O (TFA). Solvent: C(Cl)Cl (DCM). Conditions: time 30 minute. The product is FC1=C(C=CC=C1)NC(=O)[C@@H]1CC=2C(=NC=CC2)N1C([C@H](C(C)C)NC([C@H](C)NC)=O)=O ((S)—N-(2-fluorophenyl)-1-((S)-3-methyl-2-((S)-2-(methylamino)propanamido)butanoyl)-2,3-dihydro-1H-pyrrolo[2,3-b]pyridine-2-carboxamide). Isolated yield 78.6%. As a reaction SMILES: [F:1][C:2]1[CH:7]=[CH:6][CH:5]=[CH:4][C:3]=1[NH:8][C:9]([C@H:11]1[N:19]([C:20](=[O:39])[C@@H:21]([NH:25][C:26](=[O:38])[C@@H:27]([N:29](C)[C:30](=O)OC(C)(C)C)[CH3:28])[CH:22]([CH3:24])[CH3:23])[C:14]2=[N:15][CH:16]=[CH:17][CH:18]=[C:13]2[CH2:12]1)=[O:10].C(O)(C(F)(F)F)=O>C(Cl)Cl>[F:1][C:2]1[CH:7]=[CH:6][CH:5]=[CH:4][C:3]=1[NH:8][C:9]([C@H:11]1[N:19]([C:20](=[O:39])[C@@H:21]([NH:25][C:26](=[O:38])[C@@H:27]([NH:29][CH3:30])[CH3:28])[CH:22]([CH3:23])[CH3:24])[C:14]2=[N:15][CH:16]=[CH:17][CH:18]=[C:13]2[CH2:12]1)=[O:10]. Reported procedure: In a 50 mL round-bottomed flask, tert-butyl (S)-1-((S)-1-((S)-2-(2-fluorophenylcarbamoyl)-2,3-dihydro-1H-pyrrolo[2,3-b]pyridin-1-yl)-3-methyl-1-oxobutan-2-ylamino)-1-oxopropan-2-yl(methyl)carbamate (39 mg, 72.0 μmol, Eq: 1.00) was combined with DCM (3.00 mL) to give a colorless solution. TFA (1.00 mL, 13.0 mmol, Eq: 180) was added the reaction was stirred at rt for 30 min and then concentrated in vacuo. The residue was taken up in DCM, washed with saturated aqueous NaHCO3, dried over Na2SO4 and ...